Dataset: the Open Reaction Database (ORD), a public repository of structured organic reaction records. Task: describe an organic reaction: reactants, conditions, products, and yield Reactants: ClC(SCl)(Cl)Cl (trichloromethylsulfenyl chloride), FC(C(=O)O)(F)F.NCC(CS(=O)C(F)(F)F)Cl (1-amino-2-chloro-3-(trifluoromethylsulfinyl)propane trifluoroacetic acid salt), FC(C(=O)O)(F)F.NCC(CS(=O)(C(F)F)Cl)Cl (1-amino-2-chloro-3-(chlorodifluoromethylsulfinyl)propane trifluoroacetic acid salt), sulfenyl chlorides, RSCl, FC(C(=O)O)(F)F.NCC(CS(=O)(CF)(Cl)Cl)Cl (1-amino-2-chloro-3-(dichlorfluoromethylsulfinyl)propane trifluoroacetic acid salt). The product is FC(C(=O)O)(F)F.NCC(CS(=O)C(Cl)(Cl)Cl)Cl (1-Amino-2-chloro-3-(trichloromethylsulfinyl)propane trifluoroacetic acid salt). RXN SMILES: [Cl:1][C:2]([Cl:6])([Cl:5])[S:3]Cl.[F:7][C:8]([F:13])([F:12])[C:9]([OH:11])=[O:10].[NH2:14][CH2:15][CH:16]([Cl:24])[CH2:17]S(C(F)(F)F)=O.FC(F)(F)C(O)=[O:28].NCC(Cl)CS(Cl)(C(F)F)=O.FC(F)(F)C(O)=O.NCC(Cl)CS(Cl)(Cl)(CF)=O>>[F:7][C:8]([F:13])([F:12])[C:9]([OH:11])=[O:10].[NH2:14][CH2:15][CH:16]([Cl:24])[CH2:17][S:3]([C:2]([Cl:6])([Cl:5])[Cl:1])=[O:28] |f:1.2,3.4,5.6,7.8|. Procedure: Employing the procedure substantially as described in Example 4, but substituting for the trichloromethylsulfenyl chloride used in Step A thereof, an equimolecular amount of the sulfenyl chlorides of structure RSCl wherein R is F3C--, ClF2C--, and FCl2C--, there are produced respectively: 1-amino-2-chloro-3-(trifluoromethylsulfinyl)propane trifluoroacetic acid salt; 1-amino-2-chloro-3-(chlorodifluoromethylsulfinyl)propane trifluoroacetic acid salt; and 1-amino-2-chloro-3-(dichlorfluoromethylsulf... The reactants are OC(c1ccc(Br)cc1)(C(F)(F)F)C(F)(F)F, CC#CC1CN(C(=O)OCc2ccccc2)CCN1, CC(C)(C)[O-], Cc1ccccc1, CC(C)Oc1cccc(OC(C)C)c1-c1ccccc1P(C1CCCCC1)C1CCCCC1, [Na+]. The product is CC#CC1CN(C(=O)OCc2ccccc2)CCN1c1ccc(C(O)(C(F)(F)F)C(F)(F)F)cc1. As a reaction SMILES: [Br:20][c:21]1[cH:22][cH:23][c:24]([C:27]([C:28]([F:29])([F:30])[F:31])([C:32]([F:33])([F:34])[F:35])[OH:36])[cH:25][cH:26]1.[C:1](#[C:2][CH3:3])[CH:4]1[CH2:5][N:6]([C:10](=[O:11])[O:12][CH2:13][c:14]2[cH:15][cH:16][cH:17][cH:18][cH:19]2)[CH2:7][CH2:8][NH:9]1.[CH3:70][C:71]([CH3:72])([O-:73])[CH3:74].[CH3:76][c:77]1[cH:78][cH:79][cH:80][cH:81][cH:82]1.[CH:37]1([P:38]([CH:39]2[CH2:40][CH2:41][CH2:42][CH2:43][CH2:44]2)[c:45]2[cH:46][cH:47][cH:48][cH:49][c:50]2-[c:51]2[c:52]([O:53][CH:54]([CH3:55])[CH3:56])[cH:57][cH:58][cH:59][c:60]2[O:61][CH:62]([CH3:63])[CH3:64])[CH2:65][CH2:66][CH2:67][CH2:68][CH2:69]1.[Na+:75]>>[C:1](#[C:2][CH3:3])[CH:4]1[CH2:5][N:6]([C:10](=[O:11])[O:12][CH2:13][c:14]2[cH:15][cH:16][cH:17][cH:18][cH:19]2)[CH2:7][CH2:8][N:9]1[c:21]1[cH:22][cH:23][c:24]([C:27]([C:28]([F:29])([F:30])[F:31])([C:32]([F:33])([F:34])[F:35])[OH:36])[cH:25][cH:26]1. Starting materials: COc1ccc(CO)c(OC)c1, BrP(Br)Br. Yields the product COc1ccc(CBr)c(OC)c1. Reaction SMILES: [OH:1][CH2:2][c:3]1[c:4]([O:11][CH3:12])[cH:5][c:6]([O:9][CH3:10])[cH:7][cH:8]1.[P:13]([Br:14])([Br:15])[Br:16]>>[CH2:2]([c:3]1[c:4]([O:11][CH3:12])[cH:5][c:6]([O:9][CH3:10])[cH:7][cH:8]1)[Br:14]. Product: COC(=O)C1CC2CN1C(=O)C(C(C)(C)C)NC(=O)OC1CC1CCCCCc1nc3ccc(OC)cc3nc1O2. The reactants are COC(=O)C1CC2CN1C(=O)C(C(C)(C)C)NC(=O)OC1CC1CCCC=Cc1nc3ccc(OC)cc3nc1O2, CO, [H][H], C1COCCO1. Reaction SMILES: [C:1]([CH3:2])([CH3:3])([CH3:4])[CH:5]1[NH:6][C:7](=[O:41])[O:8][CH:9]2[CH:10]([CH2:11][CH2:12][CH2:13][CH:14]=[CH:15][c:16]3[c:17]([n:18][c:19]4[cH:20][c:21]([O:26][CH3:27])[cH:22][cH:23][c:24]4[n:25]3)[O:28][CH:29]3[CH2:30][CH:31]([C:36](=[O:37])[O:38][CH3:39])[N:32]([C:33]1=[O:34])[CH2:35]3)[CH2:40]2.[CH3:44][OH:45].[H:42][H:43].[O:46]1[CH2:47][CH2:48][O:49][CH2:50][CH2:51]1>>[C:1]([CH3:2])([CH3:3])([CH3:4])[CH:5]1[NH:6][C:7](=[O:41])[O:8][CH:9]2[CH:10]([CH2:11][CH2:12][CH2:13][CH2:14][CH2:15][c:16]3[c:17]([n:18][c:19]4[cH:20][c:21]([O:26][CH3:27])[cH:22][cH:23][c:24]4[n:25]3)[O:28][CH:29]3[CH2:30][CH:31]([C:36](=[O:37])[O:38][CH3:39])[N:32]([C:33]1=[O:34])[CH2:35]3)[CH2:40]2. Starting materials: CCN=C=NCCCN(C)C, CCN(C(C)C)C(C)C, Clc1ccccc1NC1CCNCC1, Cl, Cl, Cl, CN(C)C=O, O, On1nnc2ccccc21, O=C(O)CC(=O)Nc1ncc(-c2ccccc2)s1. Product: O=C(CC(=O)N1CCC(Nc2ccccc2Cl)CC1)Nc1ncc(-c2ccccc2)s1. Reaction SMILES: [CH3:38][CH2:39][N:40]=[C:41]=[N:42][CH2:43][CH2:44][CH2:45][N:46]([CH3:47])[CH3:48].[CH:19]([N:20]([CH2:21][CH3:22])[CH:23]([CH3:24])[CH3:25])([CH3:26])[CH3:27].[Cl:52][c:53]1[c:54]([NH:59][CH:60]2[CH2:61][CH2:62][NH:63][CH2:64][CH2:65]2)[cH:55][cH:56][cH:57][cH:58]1.[ClH:49].[ClH:50].[ClH:51].[O:66]=[CH:67][N:68]([CH3:69])[CH3:70].[OH2:71].[OH:28][n:29]1[c:30]2[c:31]([cH:32][cH:33][cH:34][cH:35]2)[n:36][n:37]1.[c:1]1(-[c:7]2[cH:8][n:9][c:10]([NH:12][C:13]([CH2:14][C:15](=[O:16])[OH:17])=[O:18])[s:11]2)[cH:2][cH:3][cH:4][cH:5][cH:6]1>>[c:1]1(-[c:7]2[cH:8][n:9][c:10]([NH:12][C:13]([CH2:14][C:15](=[O:17])[N:63]3[CH2:62][CH2:61][CH:60]([NH:59][c:54]4[c:53]([Cl:52])[cH:58][cH:57][cH:56][cH:55]4)[CH2:65][CH2:64]3)=[O:18])[s:11]2)[cH:2][cH:3][cH:4][cH:5][cH:6]1. The reactants are C(#N)C(C(=O)N)C1OC(C(=C1Cl)Cl)=O (2-cyano-2-(3,4-dichloro-5-oxo-2,5-dihydrofuran-2-yl)acetamide), N[C@H]1CCC2=CC=CC=C12 ((S)-(+)-aminoindane). Yields the product Cl.ClC=1C=C(C(N(C1)[C@H]1CCC2=CC=CC=C12)=N)C(=O)N (5-chloro-1-[(1S)-2,3-dihydro-1H-inden-1-yl]-2-imino-1,2-dihydropyridine-3-carboxamide hydrochloride). As a reaction SMILES: [C:1]([CH:3]([CH:7]1[C:11]([Cl:12])=[C:10](Cl)C(=O)O1)[C:4]([NH2:6])=[O:5])#[N:2].[NH2:15][C@@H:16]1[C:24]2[C:19](=[CH:20][CH:21]=[CH:22][CH:23]=2)[CH2:18][CH2:17]1>>[ClH:12].[Cl:12][C:11]1[CH:7]=[C:3]([C:4]([NH2:6])=[O:5])[C:1](=[NH:2])[N:15]([C@@H:16]2[C:24]3[C:19](=[CH:20][CH:21]=[CH:22][CH:23]=3)[CH2:18][CH2:17]2)[CH:10]=1 |f:2.3|. Reported procedure: According to the method of Example 168, 2-cyano-2-(3,4-dichloro-5-oxo-2,5-dihydrofuran-2-yl)acetamide was reacted with (S)-(+)-aminoindane to give the title compound. The reactants are CN(CC1=CC=C(C=C1)[N+](=O)[O-])C(CO)CO (2-(N-methyl-N-(4-nitrobenzyl)amino)-1,3-propanediol). The reagents and catalysts are [C].[Pd] (palladium carbon). Run in C(C)O (ethanol). Product: NC1=CC=C(CN(C)C(CO)CO)C=C1 (2-(N-(4-aminobenzyl)-N-methylamino)-1,3-propanediol). Isolated yield 23.6%. As a reaction SMILES: [CH3:1][N:2]([CH:13]([CH2:16][OH:17])[CH2:14][OH:15])[CH2:3][C:4]1[CH:9]=[CH:8][C:7]([N+:10]([O-])=O)=[CH:6][CH:5]=1>C(O)C.[C].[Pd]>[NH2:10][C:7]1[CH:8]=[CH:9][C:4]([CH2:3][N:2]([CH:13]([CH2:14][OH:15])[CH2:16][OH:17])[CH3:1])=[CH:5][CH:6]=1 |f:2.3|. Reported procedure: In ethanol (50 ml) was dissolved 2-(N-methyl-N-(4-nitrobenzyl)amino)-1,3-propanediol (2.9 g), and catalytic reduction was carried out with 5% palladium carbon (0.15 g) at room temperature for 2 hours. The catalyst was filtered off, and the solvent of the filtrate was evaporated. The residue was purified with silica gel column (methanol/triethylamine/ethyl acetate) to give 2-(N-(4-aminobenzyl)-N-methylamino)-1,3-propanediol (0.6 g) as pale yellow amorphous. The reactants are C1(=CC=CC=C1)CCCO (3-phenylpropanol), [Cl-].C1(=CC=CC=C1)[P+](CC(CCCCC)=O)(C1=CC=CC=C1)C1=CC=CC=C1 (triphenyl-(2-keto-n-heptyl)phosphonium chloride), C([O-])([O-])=O.[Na+].[Na+] (sodium carbonate), O (water). Solvent: O1CCCC1 (tetrahydrofuran), C(C)OCC (ethyl ether). Product: C1(=CC=CC=C1)CCC=CC(CCCCC)=O (1-phenyl-3-decen-5-one). Reaction SMILES: [C:1]1([CH2:7][CH2:8][CH2:9]O)[CH:6]=[CH:5][CH:4]=[CH:3][CH:2]=1.[Cl-].C1([P+](C2C=CC=CC=2)(C2C=CC=CC=2)[CH2:19][C:20](=[O:26])[CH2:21][CH2:22][CH2:23][CH2:24][CH3:25])C=CC=CC=1.C(=O)([O-])[O-].[Na+].[Na+].O>O1CCCC1.C(OCC)C>[C:1]1([CH2:7][CH2:8][CH:9]=[CH:19][C:20](=[O:26])[CH2:21][CH2:22][CH2:23][CH2:24][CH3:25])[CH:2]=[CH:3][CH:4]=[CH:5][CH:6]=1 |f:1.2,3.4.5|. Procedure: A mixture of 3-phenylpropanol (2.68 g., 20 mmole), triphenyl-(2-keto-n-heptyl)phosphonium chloride (8.22 g., 20 mmole), sodium carbonate (2.36 g., 22.3 mmole) and water (20 ml.) in tetrahydrofuran (70 ml.) is refluxed for 6 hours under an atmosphere of argon. The cooled mixture is diluted with ethyl ether and the layer separate. The organic phase is washed with saturated sodium chloride solution, dried over Na2SO4 and evaporated. The residue is taken up in hexane and insoluble triphenyl phosphin...